This data is from the Open Reaction Database (ORD), a public repository of structured organic reaction records. The task is: describe an organic reaction: reactants, conditions, products, and yield Reactants: N(O)=C1SC(C(=N1)C)(C)C (2-oxo-4,5,5-trimethyl-3-thiazoline-oxime), C1(CCC1)N=C=O (cyclobutyl isocyanate). Product: C1(CCC1)NC(=O)ON=C1SC(C(=N1)C)(C)C (2-oxo-4,5,5-trimethyl-3-thiazoline-O-(cyclobutylcarbamoyl)-oxime). Reaction SMILES: [N:1](=[C:3]1[N:7]=[C:6]([CH3:8])[C:5]([CH3:10])([CH3:9])[S:4]1)[OH:2].[CH:11]1([N:15]=[C:16]=[O:17])[CH2:14][CH2:13][CH2:12]1>>[CH:11]1([NH:15][C:16]([O:2][N:1]=[C:3]2[N:7]=[C:6]([CH3:8])[C:5]([CH3:10])([CH3:9])[S:4]2)=[O:17])[CH2:14][CH2:13][CH2:12]1. Reported procedure: 2-oxo-4,5,5-trimethyl-3-thiazoline-oxime was reacted with cyclobutyl isocyanate as described in Example 4 to yield 2-oxo-4,5,5-trimethyl-3-thiazoline-O-(cyclobutylcarbamoyl)-oxime, m.p. 94°-96° C. The reactants are B(Cl)(Cl)Cl (boron trichloride), COC1=C(C2=C(CCO2)C=C1CC(=O)OCC)C(C1=CC=C(C=C1)OC)=O (Ethyl 6-methoxy-7-(4-methoxybenzoyl)-2,3-dihydrobenzofuran-5-ylacetate), O (water). Run in ClCCl (dichloromethane). Run at temperature 0 celsius. Product: OC1=C(C2=C(CCO2)C=C1CC(=O)OCC)C(C1=CC=C(C=C1)OC)=O (ethyl 6-hydroxy-7-(4-methoxybenzoyl)-2,3-dihydrobenzofuran-5-ylacetate). Reaction SMILES: C[O:2][C:3]1[C:11]([CH2:12][C:13]([O:15][CH2:16][CH3:17])=[O:14])=[CH:10][C:6]2[CH2:7][CH2:8][O:9][C:5]=2[C:4]=1[C:18](=[O:27])[C:19]1[CH:24]=[CH:23][C:22]([O:25][CH3:26])=[CH:21][CH:20]=1.B(Cl)(Cl)Cl.O>ClCCl>[OH:2][C:3]1[C:11]([CH2:12][C:13]([O:15][CH2:16][CH3:17])=[O:14])=[CH:10][C:6]2[CH2:7][CH2:8][O:9][C:5]=2[C:4]=1[C:18](=[O:27])[C:19]1[CH:20]=[CH:21][C:22]([O:25][CH3:26])=[CH:23][CH:24]=1. Procedure: Ethyl 6-methoxy-7-(4-methoxybenzoyl)-2,3-dihydrobenzofuran-5-ylacetate (3.6 g) was dissolved in dichloromethane (40 ml) and cooled to 0° C. To this was added boron trichloride (30 ml 1M). The reaction was allowed to warm to room temperature and, after 2 hours, added to water. The dichloromethane solution was washed 2 times with water, dried, and evaporated. The residue was run on a silica gel column, being eluted with ethyl acetate/hexane to give ethyl 6-hydroxy-7-(4-methoxybenzoyl)-2,3-dihydrob... Reactants: COc1ccccc1, COC(=O)C(C(=O)OC)c1c(C(=O)OCc2ccc(OC)cc2)cc([N+](=O)[O-])c2ccccc12, O, O=C(O)C(F)(F)F. Yields the product COC(=O)C(C(=O)OC)c1c(C(=O)O)cc([N+](=O)[O-])c2ccccc12. RXN SMILES: [CH3:42][O:43][c:44]1[cH:45][cH:46][cH:47][cH:48][cH:49]1.[CH3:8][O:9][C:10](=[O:11])[CH:12]([c:13]1[c:14]([C:26](=[O:27])[O:28][CH2:29][c:30]2[cH:31][cH:32][c:33]([O:34][CH3:35])[cH:36][cH:37]2)[cH:15][c:16]([N+:23](=[O:24])[O-:25])[c:17]2[cH:18][cH:19][cH:20][cH:21][c:22]12)[C:38](=[O:39])[O:40][CH3:41].[OH2:50].[OH:1][C:2]([C:3]([F:4])([F:5])[F:6])=[O:7]>>[CH3:8][O:9][C:10](=[O:11])[CH:12]([c:13]1[c:14]([C:26](=[O:27])[OH:28])[cH:15][c:16]([N+:23](=[O:24])[O-:25])[c:17]2[cH:18][cH:19][cH:20][cH:21][c:22]12)[C:38](=[O:39])[O:40][CH3:41]. The reactants are Cc1nccn1-c1ccc(Nc2nc3c(c(N(CCC#N)C4CC4)n2)CN(C(=O)OC(C)(C)C)CC3)cc1, CO, Cl. Yields the product Cc1nccn1-c1ccc(Nc2nc3c(c(N(CCC#N)C4CC4)n2)CNCC3)cc1. As a reaction SMILES: [C:1](#[N:2])[CH2:3][CH2:4][N:5]([c:6]1[c:7]2[c:8]([n:9][c:10]([NH:12][c:13]3[cH:14][cH:15][c:16](-[n:19]4[c:20]([CH3:24])[n:21][cH:22][cH:23]4)[cH:17][cH:18]3)[n:11]1)[CH2:25][CH2:26][N:27]([C:29]([O:30][C:31]([CH3:32])([CH3:33])[CH3:34])=[O:35])[CH2:28]2)[CH:36]1[CH2:37][CH2:38]1.[CH3:40][OH:41].[ClH:39]>>[C:1](#[N:2])[CH2:3][CH2:4][N:5]([c:6]1[c:7]2[c:8]([n:9][c:10]([NH:12][c:13]3[cH:14][cH:15][c:16](-[n:19]4[c:20]([CH3:24])[n:21][cH:22][cH:23]4)[cH:17][cH:18]3)[n:11]1)[CH2:25][CH2:26][NH:27][CH2:28]2)[CH:36]1[CH2:37][CH2:38]1. Procedure details: 500 g (2.81 mol) of 2-(2-ethylhexyloxy)ethanol and 500 g of thionyl chloride were placed in a 2-liter four-neck flask and refluxed with heat for 2 hours. Subsequently, a distillation under reduced pressure was conducted to obtain 510 g of 2-(2-ethylhexyloxy)ethylchloride as a colorless oil. Product: C(C)C(COCCCl)CCCC (2-(2-ethylhexyloxy)ethylchloride). Reactants: C(C)C(COCCO)CCCC (2-(2-ethylhexyloxy)ethanol), S(=O)(Cl)Cl (thionyl chloride). Reaction SMILES: [CH2:1]([CH:3]([CH2:9][CH2:10][CH2:11][CH3:12])[CH2:4][O:5][CH2:6][CH2:7]O)[CH3:2].S(Cl)([Cl:15])=O>>[CH2:1]([CH:3]([CH2:9][CH2:10][CH2:11][CH3:12])[CH2:4][O:5][CH2:6][CH2:7][Cl:15])[CH3:2]. Isolated yield 94.2%. Starting materials: Cc1nc(N2CC(C)N(Cc3ccc(F)cc3)C2=O)sc1C(=O)O, Cc1nc(N2C(=O)N(Cc3ccc(F)cc3)CC2C)sc1C(=O)O, NCc1cccnc1, NCc1ccccn1. Product: Cc1nc(N2C(=O)N(Cc3ccc(F)cc3)CC2C)sc1C(=O)NCc1ccccn1. RXN SMILES: [F:17][c:18]1[cH:19][cH:20][c:21]([CH2:22][N:23]2[CH:24]([CH3:25])[CH2:26][N:27]([c:28]3[s:29][c:30]([C:31]([OH:32])=[O:33])[c:34]([CH3:35])[n:36]3)[C:37]2=[O:38])[cH:39][cH:40]1.[F:41][c:42]1[cH:43][cH:44][c:45]([CH2:46][N:47]2[C:48](=[O:62])[N:49]([c:53]3[s:54][c:55]([C:59](=[O:60])[OH:61])[c:56]([CH3:58])[n:57]3)[CH:50]([CH3:52])[CH2:51]2)[cH:63][cH:64]1.[n:1]1[cH:2][cH:3][cH:4][c:5]([CH2:6][NH2:7])[cH:8]1.[n:9]1[c:10]([CH2:15][NH2:16])[cH:11][cH:12][cH:13][cH:14]1>>[n:9]1[c:10]([CH2:15][NH:16][C:59]([c:55]2[s:54][c:53]([N:49]3[C:48](=[O:62])[N:47]([CH2:46][c:45]4[cH:44][cH:43][c:42]([F:41])[cH:64][cH:63]4)[CH2:51][CH:50]3[CH3:52])[n:57][c:56]2[CH3:58])=[O:60])[cH:11][cH:12][cH:13][cH:14]1.